This data is from the Open Reaction Database (ORD), a public repository of structured organic reaction records. The task is: describe an organic reaction: reactants, conditions, products, and yield The reactants are C1CCOC1, CC1(C)OC(=O)C(N2C(=O)c3ccccc3C2=O)=C1c1ccccc1, CO, CCOC(C)=O, NN, O. The product is CC1(C)OC(=O)C(N)=C1c1ccccc1. Reaction SMILES: [CH2:29]1[O:30][CH2:31][CH2:32][CH2:33]1.[CH3:1][C:2]1([CH3:25])[C:3]([c:19]2[cH:20][cH:21][cH:22][cH:23][cH:24]2)=[C:4]([N:8]2[C:9](=[O:10])[c:11]3[c:12]([cH:13][cH:14][cH:15][cH:16]3)[C:17]2=[O:18])[C:5](=[O:7])[O:6]1.[CH3:34][OH:35].[CH3:36][CH2:37][O:38][C:39]([CH3:40])=[O:41].[NH2:27][NH2:28].[OH2:26]>>[CH3:1][C:2]1([CH3:25])[C:3]([c:19]2[cH:20][cH:21][cH:22][cH:23][cH:24]2)=[C:4]([NH2:8])[C:5](=[O:7])[O:6]1. Reactants: CC(=O)O[BH-](OC(C)=O)OC(C)=O, CC(=O)O, ClCCl, [Na+], O=C1CCCCC1, Nc1c2c(nn1-c1ccccc1)CCCC2. Yields the product c1ccc(-n2nc3c(c2NC2CCCCC2)CCCC3)cc1. Reaction SMILES: [C:24]([O:25][BH-:26]([O:27][C:28](=[O:29])[CH3:30])[O:31][C:32](=[O:33])[CH3:34])(=[O:35])[CH3:36].[CH3:38][C:39](=[O:40])[OH:41].[Cl:42][CH2:43][Cl:44].[Na+:37].[O:17]=[C:18]1[CH2:19][CH2:20][CH2:21][CH2:22][CH2:23]1.[c:1]1(-[n:7]2[n:8][c:9]3[c:14]([c:15]2[NH2:16])[CH2:13][CH2:12][CH2:11][CH2:10]3)[cH:2][cH:3][cH:4][cH:5][cH:6]1>>[c:1]1(-[n:7]2[n:8][c:9]3[c:14]([c:15]2[NH:16][CH:18]2[CH2:19][CH2:20][CH2:21][CH2:22][CH2:23]2)[CH2:13][CH2:12][CH2:11][CH2:10]3)[cH:2][cH:3][cH:4][cH:5][cH:6]1. The reactants are Cc1ccc(S(=O)(=O)NN)cc1, Cc1ccccc1, COC(=O)C=Cc1cnc(Nc2nc(C)cs2)cc1Oc1c(F)cccc1F. Product: COC(=O)CCc1cnc(Nc2nc(C)cs2)cc1Oc1c(F)cccc1F. RXN SMILES: [CH3:29][c:30]1[cH:31][cH:32][c:33]([S:34]([NH:35][NH2:36])(=[O:37])=[O:38])[cH:39][cH:40]1.[CH3:41][c:42]1[cH:43][cH:44][cH:45][cH:46][cH:47]1.[F:1][c:2]1[c:3]([O:4][c:5]2[c:6]([CH:18]=[CH:19][C:20](=[O:21])[O:22][CH3:23])[cH:7][n:8][c:9]([NH:11][c:12]3[s:13][cH:14][c:15]([CH3:17])[n:16]3)[cH:10]2)[c:24]([F:28])[cH:25][cH:26][cH:27]1>>[F:1][c:2]1[c:3]([O:4][c:5]2[c:6]([CH2:18][CH2:19][C:20](=[O:21])[O:22][CH3:23])[cH:7][n:8][c:9]([NH:11][c:12]3[s:13][cH:14][c:15]([CH3:17])[n:16]3)[cH:10]2)[c:24]([F:28])[cH:25][cH:26][cH:27]1.